This data is from the Open Reaction Database (ORD), a public repository of structured organic reaction records. The task is: describe an organic reaction: reactants, conditions, products, and yield Starting materials: C(C(=O)Cl)(=O)Cl (oxalyl chloride), CN(C)C=O (DMF), [NH4+].[OH-] (NH4OH), ice, C(#N)C1=C(C=C(C=C1)N(CC(C(=O)O)C)CC(F)(F)F)C(F)(F)F (3-[[4-cyano-3-(trifluoromethyl)phenyl](2,2,2-trifluoroethyl)amino]-2-methylpropanoic acid), C(C(=O)Cl)(=O)Cl (oxalyl chloride), CN(C)C=O (DMF). The solvent is C(Cl)Cl (CH2Cl2). Conditions: temperature 42 celsius, time 1 hour. Product: C(#N)C1=C(C=C(C=C1)N(CC(C(=O)N)C)CC(F)(F)F)C(F)(F)F (3-[[4-Cyano-3-(trifluoromethyl)phenyl](2,2,2-trifluoroethyl)amino]-2-methylpropanamide). Yield: 88.0%. As a reaction SMILES: [C:1]([C:3]1[CH:8]=[CH:7][C:6]([N:9]([CH2:16][C:17]([F:20])([F:19])[F:18])[CH2:10][CH:11]([CH3:15])[C:12]([OH:14])=O)=[CH:5][C:4]=1[C:21]([F:24])([F:23])[F:22])#[N:2].C(Cl)(=O)C(Cl)=O.C[N:32](C=O)C.[NH4+].[OH-]>C(Cl)Cl>[C:1]([C:3]1[CH:8]=[CH:7][C:6]([N:9]([CH2:16][C:17]([F:20])([F:19])[F:18])[CH2:10][CH:11]([CH3:15])[C:12]([NH2:32])=[O:14])=[CH:5][C:4]=1[C:21]([F:23])([F:24])[F:22])#[N:2] |f:3.4|. Reported procedure: To an ice-cold solution of 3-[[4-cyano-3-(trifluoromethyl)phenyl](2,2,2-trifluoroethyl)amino]-2-methylpropanoic acid (0.050 g, 0.14 mmol) in CH2Cl2 (3 mL), under nitrogen was added oxalyl chloride (0.023 g, 0.18 mmol) and DMF (cat) and the mixture was heated at 42° C. for 30 min. Upon cooling, additional oxalyl chloride (0.014 g, 0.11 mmol) and DMF (cat.) were added and heated for 30 min. Upon cooling, NH4OH (30% aqueous solution, 5 mL) was added and the mixture stirred at rt. After 1 h, the mix... Starting materials: NC1=CC=C(C=2C(C3=CC=CC=C3C(C12)=O)=O)NC1=CC=C(C=C1)N (1-amino-4-(p-aminoanilino) anthraquinone), N1=C(Cl)N=C(Cl)N=C1Cl (cyanuric chloride), N1=C(Cl)N=C(Cl)N=C1Cl (cyanuric chloride), O (water). Solvent: CC(=O)C (acetone). Conditions: time 0.55 hour. Yields the product C1=CC=CC=2C(C3=CC=CC=C3C(C12)=O)=O (anthraquinone). Reaction SMILES: N1C(Cl)=NC(Cl)=NC=1Cl.O.N[C:12]1[C:25]2[C:24](=[O:26])[C:23]3[C:18](=[CH:19][CH:20]=[CH:21][CH:22]=3)[C:17](=[O:27])[C:16]=2[C:15](NC2C=CC(N)=CC=2)=[CH:14][CH:13]=1>CC(C)=O>[CH:19]1[C:18]2[C:17](=[O:27])[C:16]3[C:25](=[CH:12][CH:13]=[CH:14][CH:15]=3)[C:24](=[O:26])[C:23]=2[CH:22]=[CH:21][CH:20]=1. Procedure details: 1-18.4 g of cyanuric chloride was placed into a beaker. A small amount of crushed ice and water were added for pulping for 0.1-1 h; during which, 1-17.4 g of 1-amino-4-(p-aminoanilino) anthraquinone in 200 ml of acetone was added with the cyanuric chloride, condensed for 4-5 h, to obtain an anthraquinone dye comprising triazinyl group and amino group.